This data is from the Open Reaction Database (ORD), a public repository of structured organic reaction records. The task is: describe an organic reaction: reactants, conditions, products, and yield The reactants are CC(C)C(=O)Cl, CC(N)C(Oc1ccc2c(cnn2-c2ccc(F)cc2)c1)c1ccccc1. The product is CC(C)C(=O)NC(C)C(Oc1ccc2c(cnn2-c2ccc(F)cc2)c1)c1ccccc1. As a reaction SMILES: [CH3:28][CH:29]([C:30](=[O:31])[Cl:32])[CH3:33].[F:1][c:2]1[cH:3][cH:4][c:5](-[n:8]2[n:9][cH:10][c:11]3[cH:12][c:13]([O:17][CH:18]([CH:19]([CH3:20])[NH2:21])[c:22]4[cH:23][cH:24][cH:25][cH:26][cH:27]4)[cH:14][cH:15][c:16]23)[cH:6][cH:7]1>>[F:1][c:2]1[cH:3][cH:4][c:5](-[n:8]2[n:9][cH:10][c:11]3[cH:12][c:13]([O:17][CH:18]([CH:19]([CH3:20])[NH:21][C:30]([CH:29]([CH3:28])[CH3:33])=[O:31])[c:22]4[cH:23][cH:24][cH:25][cH:26][cH:27]4)[cH:14][cH:15][c:16]23)[cH:6][cH:7]1. Starting materials: COC1=C(C=CC=C1)N1C=NC=C1 (1-(2-methoxyphenyl)imidazole), BrCCCCCCC (1-bromoheptane). Run in C1CCOC1 (THF). Product: [Br-].C(CCCCCC)N1C=[N+](C=C1)C1=C(C=CC=C1)OC (3-heptyl-1-(2-methoxyphenyl)imidazolium bromide). RXN SMILES: [CH3:1][O:2][C:3]1[CH:8]=[CH:7][CH:6]=[CH:5][C:4]=1[N:9]1[CH:13]=[CH:12][N:11]=[CH:10]1.[Br:14][CH2:15][CH2:16][CH2:17][CH2:18][CH2:19][CH2:20][CH3:21]>C1COCC1>[Br-:14].[CH2:15]([N:11]1[CH:12]=[CH:13][N+:9]([C:4]2[CH:5]=[CH:6][CH:7]=[CH:8][C:3]=2[O:2][CH3:1])=[CH:10]1)[CH2:16][CH2:17][CH2:18][CH2:19][CH2:20][CH3:21] |f:3.4|. Reported procedure: According to the general synthesis procedure, 5.8 mmol (1.00 g) 1-(2-methoxyphenyl)imidazole and 7.0 mmol (1.25 g, 1.1 ml) 1-bromoheptane are dissolved in 5 ml THF and heated for 17 h to 90° C. Starting materials: SeO2, C(C=1C(O)=CC=CC1)(=O)O (salicylic acid), CC(=C)[C@@]12CCC[C@]3([C@@H]1CC[C@]3(C2)C)C (alloisolongifolene), CC(=C)[C@@]12CCC[C@]3([C@@H]1CC[C@]3(C2)C)C (alloisolongifolene), aldehyde. Run in C(Cl)Cl (CH2Cl2). The product is C[C@@]12CCC3C1(CCC[C@]3(C2)C(=C)CO)C (Alloisolongifolene alcohol). As a reaction SMILES: [CH3:1][C:2]([C@:4]12[CH2:13][C@@:12]3([CH3:14])[C@:8]([CH3:15])([C@@H:9]1[CH2:10][CH2:11]3)[CH2:7][CH2:6][CH2:5]2)=[CH2:3].C(O)(=O)C1C(=CC=CC=1)[OH:19]>C(Cl)Cl>[CH3:14][C@:12]12[CH2:13][C@@:4]3([C:2]([CH2:1][OH:19])=[CH2:3])[CH:9]([C:8]1([CH3:15])[CH2:7][CH2:6][CH2:5]3)[CH2:10][CH2:11]2. Reported procedure: Alloisolongifolene alcohol was prepared from alloisolongifolene via its corresponding aldehyde by SeO2, according to the protocol of Umbreit and Sharpless (1977). To a solution of 77 mg SeO2 and 68 mg salicylic acid in 30 mL CH2Cl2, 100 mg alloisolongifolene was added. Stirring at room temperature turned the reaction mixture yellow and a red solid precipitated in the first few hours. The reaction was monitored by GC-MS along with TLC and was stoppedby the addition of 60 mL demineralised water af...